Task: describe an organic reaction: reactants, conditions, products, and yield. Dataset: the Open Reaction Database (ORD), a public repository of structured organic reaction records As a reaction SMILES: [NH2:1][C:2]1[CH:3]=[C:4]([NH:16][C:17](=[O:20])[O:18][CH3:19])[CH:5]=[CH:6][C:7]=1[NH:8][CH2:9][CH:10]1[CH2:15][CH2:14][O:13][CH2:12][CH2:11]1.[CH3:21][C:22]([CH3:27])([CH3:26])[C:23](Cl)=O>CN(C1C=CN=CC=1)C.C(Cl)Cl>[C:22]([C:27]1[N:8]([CH2:9][CH:10]2[CH2:11][CH2:12][O:13][CH2:14][CH2:15]2)[C:7]2[CH:6]=[CH:5][C:4]([NH:16][C:17](=[O:20])[O:18][CH3:19])=[CH:3][C:2]=2[N:1]=1)([CH3:26])([CH3:23])[CH3:21]. Product: C(C)(C)(C)C1=NC2=C(N1CC1CCOCC1)C=CC(=C2)NC(OC)=O (Methyl [2-tert-butyl-1-(tetrahydro-2H-pyran-4-ylmethyl)-1H-benzimidazol-5-yl]carbamate). Starting materials: NC=1C=C(C=CC1NCC1CCOCC1)NC(OC)=O (Methyl {3-amino-4-[(tetrahydro-2H-pyran-4-ylmethyl)amino]phenyl}carbamate), CC(C(=O)Cl)(C)C (Trimethylacetyl chloride). Procedure: Methyl {3-amino-4-[(tetrahydro-2H-pyran-4-ylmethyl)amino]phenyl}carbamate (2.29 g, 8.20 mmol) and DMAP (0.20 g, 1.64 mmol) were dissolved in 75 mL of DCM. Trimethylacetyl chloride (1.10 mL, 9.02 mmol) was added dropwise and the solution was stirred at rt for 2 h. The solution was washed with aqueous NaHCO3 solution, brine and dried over anhydrous MgSO4. The residue was dissolved in 25 mL of AcOH and was heated at 125° C. for 1 h using a Personal Chemistry microwave apparatus. The solvent was eva... Reagents/catalysts: CN(C)C=1C=CN=CC1 (DMAP). Solvent: C(Cl)Cl (DCM). Run at time 2 hour. Reactants: COc1cc2c(Cl)ncnc2cc1OCc1ccccc1, CN1CCCC1=O, [H-], [Na+], O, Oc1ccccc1. The product is COc1cc2c(Oc3ccccc3)ncnc2cc1OCc1ccccc1. Reaction SMILES: [CH2:10]([c:11]1[cH:12][cH:13][cH:14][cH:15][cH:16]1)[O:17][c:18]1[c:19]([O:29][CH3:30])[cH:20][c:21]2[c:22]([Cl:28])[n:23][cH:24][n:25][c:26]2[cH:27]1.[CH3:32][N:33]1[CH2:34][CH2:35][CH2:36][C:37]1=[O:38].[H-:8].[Na+:9].[OH2:31].[OH:1][c:2]1[cH:3][cH:4][cH:5][cH:6][cH:7]1>>[O:1]([c:2]1[cH:3][cH:4][cH:5][cH:6][cH:7]1)[c:22]1[c:21]2[cH:20][c:19]([O:29][CH3:30])[c:18]([O:17][CH2:10][c:11]3[cH:12][cH:13][cH:14][cH:15][cH:16]3)[cH:27][c:26]2[n:25][cH:24][n:23]1. The reactants are CNCc1cc2ccccc2n1Cc1ccc(OCc2ccccc2)cc1, CO. Yields the product CNCc1cc2ccccc2n1Cc1ccc(O)cc1. Reaction SMILES: [CH2:1]([c:2]1[cH:3][cH:4][cH:5][cH:6][cH:7]1)[O:8][c:9]1[cH:10][cH:11][c:12]([CH2:13][n:14]2[c:15]([CH2:23][NH:24][CH3:25])[cH:16][c:17]3[cH:18][cH:19][cH:20][cH:21][c:22]23)[cH:26][cH:27]1.[CH3:28][OH:29]>>[OH:8][c:9]1[cH:10][cH:11][c:12]([CH2:13][n:14]2[c:15]([CH2:23][NH:24][CH3:25])[cH:16][c:17]3[cH:18][cH:19][cH:20][cH:21][c:22]23)[cH:26][cH:27]1. Starting materials: ClC=1N=C(C2=C(N1)C=C(S2)CN2CCN(CC2)S(=O)(=O)C)N2CCOCC2 (2-Chloro-6-(4-methanesulfonyl-piperazin-1-ylmethyl)-4-morpholin-4-yl-thieno[3,2-d]pyrimidine), CC1(COB(OC1)C=1C=CC(=NC1C)NC(OC(C)(C)C)=O)C (tert-butyl 5-(5,5-dimethyl-1,3,2-dioxaborinan-2-yl)-6-methylpyridin-2-ylcarbamate). The product is CC1=C(C=CC(=N1)N)C=1N=C(C2=C(N1)C=C(S2)CN2CCN(CC2)S(=O)(=O)C)N2CCOCC2 (6-methyl-5-(4-morpholino-6-((4-N-methylsulfonylpiperazin-1-yl)methyl)thieno[3,2-d]pyrimidin-2-yl)pyridin-2-amine). RXN SMILES: Cl[C:2]1[N:3]=[C:4]([N:22]2[CH2:27][CH2:26][O:25][CH2:24][CH2:23]2)[C:5]2[S:10][C:9]([CH2:11][N:12]3[CH2:17][CH2:16][N:15]([S:18]([CH3:21])(=[O:20])=[O:19])[CH2:14][CH2:13]3)=[CH:8][C:6]=2[N:7]=1.CC1(C)COB([C:35]2[CH:36]=[CH:37][C:38]([NH:42]C(=O)OC(C)(C)C)=[N:39][C:40]=2[CH3:41])OC1>>[CH3:41][C:40]1[N:39]=[C:38]([NH2:42])[CH:37]=[CH:36][C:35]=1[C:2]1[N:3]=[C:4]([N:22]2[CH2:27][CH2:26][O:25][CH2:24][CH2:23]2)[C:5]2[S:10][C:9]([CH2:11][N:12]3[CH2:17][CH2:16][N:15]([S:18]([CH3:21])(=[O:20])=[O:19])[CH2:14][CH2:13]3)=[CH:8][C:6]=2[N:7]=1. Procedure: 2-Chloro-6-(4-methanesulfonyl-piperazin-1-ylmethyl)-4-morpholin-4-yl-thieno[3,2-d]pyrimidine, prepared via General Procedure B-3, was reacted with tert-butyl 5-(5,5-dimethyl-1,3,2-dioxaborinan-2-yl)-6-methylpyridin-2-ylcarbamate via General Procedure A. Purification on silica yielded 258. NMR (CDCl3): 2.60-2.63 (m, 4H, 2×CH2), 2.65 (s, 3H, CH3), 2.74 (s, 3H, CH3), 3.22-3.24 (m, 4H, 2×CH2), 3.78-3.81 (m, 6H, 3×CH2), 3.91-3.94 (m, 4H, 2×CH2), 4.43 (s, 2H, NH2), 6.36 (d, H, ArH, J=8.38 Hz), 7.22 (s... The reactants are BrCc1ccccc1, O=C([O-])[O-], C=CCc1c(O)cc(C(=O)OC)cc1C(=O)OC, CC#N, [Cs+], [Cs+], O. The product is C=CCc1c(OCc2ccccc2)cc(C(=O)OC)cc1C(=O)OC. As a reaction SMILES: [Br:25][CH2:26][c:27]1[cH:28][cH:29][cH:30][cH:31][cH:32]1.[C:19](=[O:20])([O-:21])[O-:22].[CH2:1]([CH:2]=[CH2:3])[c:4]1[c:5]([C:15](=[O:16])[O:17][CH3:18])[cH:6][c:7]([C:8](=[O:9])[O:10][CH3:11])[cH:12][c:13]1[OH:14].[CH3:34][C:35]#[N:36].[Cs+:23].[Cs+:24].[OH2:33]>>[CH2:1]([CH:2]=[CH2:3])[c:4]1[c:5]([C:15](=[O:16])[O:17][CH3:18])[cH:6][c:7]([C:8](=[O:9])[O:10][CH3:11])[cH:12][c:13]1[O:14][CH2:26][c:27]1[cH:28][cH:29][cH:30][cH:31][cH:32]1. The reactants are solution, [H-].C(C(C)C)[Al+]CC(C)C (diisobutylaluminum hydride), COC=1C=C(C=C(C1OC)OC)C1C(C(CC1)C1=CC(=C(C(=C1)OC)OC)OC)=O (2,5-bis(3,4,5-Trimethoxyphenyl)cyclopentanone), C(C)(=O)OCC (ethyl acetate), [Cl-].[NH4+] (ammonium chloride). Run in C1(=CC=CC=C1)C (toluene), O1CCCC1 (tetrahydrofuran). Conditions: temperature -78 celsius, time 2 hour. The product is COC=1C=C(C=C(C1OC)OC)C1C(C(CC1)C1=CC(=C(C(=C1)OC)OC)OC)O (2,5-bis(3,4,5-Trimethoxyphenyl)cyclopentanol). Reaction SMILES: [CH3:1][O:2][C:3]1[CH:4]=[C:5]([CH:13]2[CH2:17][CH2:16][CH:15]([C:18]3[CH:23]=[C:22]([O:24][CH3:25])[C:21]([O:26][CH3:27])=[C:20]([O:28][CH3:29])[CH:19]=3)[C:14]2=[O:30])[CH:6]=[C:7]([O:11][CH3:12])[C:8]=1[O:9][CH3:10].[H-].C([Al+]CC(C)C)C(C)C.C(OCC)(=O)C.[Cl-].[NH4+]>O1CCCC1.C1(C)C=CC=CC=1>[CH3:29][O:28][C:20]1[CH:19]=[C:18]([CH:15]2[CH2:16][CH2:17][CH:13]([C:5]3[CH:4]=[C:3]([O:2][CH3:1])[C:8]([O:9][CH3:10])=[C:7]([O:11][CH3:12])[CH:6]=3)[CH:14]2[OH:30])[CH:23]=[C:22]([O:24][CH3:25])[C:21]=1[O:26][CH3:27] |f:1.2,4.5|. Procedure: To a solution of 2.26 g of the compound of Example 2 in 54 ml of tetrahydrofuran which was cooled to -78° C. was added 14.5 ml of a 1.5M solution of diisobutylaluminum hydride in toluene. The reaction mixture was then stirred for 2 hours, while maintaining the temperature at -78° C., after which time it was warmed to room temperature. The mixture was then stirred for an additional 22 hours, after which time it was poured into a mixture of 100 ml of ethyl acetate and 100 ml of a saturated aqueous... The product is C1(=CC=CC=C1)P(C1=CC=CC=C1)C1=CC=CC=C1 (triphenylphosphine), OS(=O)(=O)O (H2SO4). The reactants are CCOCC (ether), 20, S([O-])(O)(=O)=O.CC(=CC[P+](C1=CC=CC=C1)(C1=CC=CC=C1)C1=CC=CC=C1)C=CC=C(C=CC=C(CCCC(C)C)C)C (3,7,11,15-tetramethyl-hexadeca-2,4,6,8,10-pentaen-1-yl-triphenylphosphonium bisulfate). Procedure: 18.6 g (0.05 mole) of this ether of 20 carbon atoms are reacted, in accordance with German Pat. No. 1,068,709, with 0.05 mole of triphenylphosphine and 0.05 mole of H2SO4 in isopropanol/heptane to give the corresponding 3,7,11,15-tetramethyl-hexadeca-2,4,6,8,10-pentaen-1-yl-triphenylphosphonium bisulfate. Reaction SMILES: CCOCC.[S:6](=[O:10])(=[O:9])([OH:8])[O-:7].CC(C=CC=C(C)C=CC=C(C)CCCC(C)C)=CC[P+:15]([C:28]1[CH:33]=[CH:32][CH:31]=[CH:30][CH:29]=1)([C:22]1[CH:27]=[CH:26][CH:25]=[CH:24][CH:23]=1)[C:16]1[CH:21]=[CH:20][CH:19]=[CH:18][CH:17]=1>C(O)(C)C.CCCCCCC>[C:28]1([P:15]([C:16]2[CH:17]=[CH:18][CH:19]=[CH:20][CH:21]=2)[C:22]2[CH:27]=[CH:26][CH:25]=[CH:24][CH:23]=2)[CH:29]=[CH:30][CH:31]=[CH:32][CH:33]=1.[OH:9][S:6]([OH:10])(=[O:8])=[O:7] |f:1.2,3.4|. The solvent is C(C)(C)O.CCCCCCC (isopropanol heptane). Starting materials: N#Cc1cccc(C(=O)Cl)c1, C1CCOC1, CN. The product is CNC(=O)c1cccc(C#N)c1. As a reaction SMILES: [C:3](#[N:4])[c:5]1[cH:6][c:7]([C:8](=[O:9])[Cl:10])[cH:11][cH:12][cH:13]1.[CH2:14]1[O:15][CH2:16][CH2:17][CH2:18]1.[CH3:1][NH2:2]>>[CH3:1][NH:2][C:8]([c:7]1[cH:6][c:5]([C:3]#[N:4])[cH:13][cH:12][cH:11]1)=[O:9]. The reactants are Cc1ccc(S(=O)(=O)OCC(CC(=O)OC(C)(C)C)C(C)C(C)C)cc1, CS(C)=O, [N-]=[N+]=[N-], [Na+], O. Product: CC(C)C(C)C(CN=[N+]=[N-])CC(=O)OC(C)(C)C. RXN SMILES: [C:1]([CH3:2])([CH3:3])([CH3:4])[O:5][C:6]([CH2:7][CH:8]([CH:9]([CH:10]([CH3:11])[CH3:12])[CH3:13])[CH2:14][O:15][S:16]([c:17]1[cH:18][cH:19][c:20]([CH3:21])[cH:22][cH:23]1)(=[O:24])=[O:25])=[O:26].[CH3:32][S:33]([CH3:34])=[O:35].[N-:28]=[N+:29]=[N-:30].[Na+:27].[OH2:31]>>[C:1]([CH3:2])([CH3:3])([CH3:4])[O:5][C:6]([CH2:7][CH:8]([CH:9]([CH:10]([CH3:11])[CH3:12])[CH3:13])[CH2:14][N:28]=[N+:29]=[N-:30])=[O:26]. The reactants are N=1N=C(N2C1CCC2)C2CN(CCC2)C2=CC=C(C(=N2)N)[N+](=O)[O-] (6-(3-(6,7-dihydro-5H-pyrrolo[2,1-c][1,2,4]triazol-3-yl)piperidin-1-yl)-3-nitropyridin-2-amine), N=1N=C(N2C1CCC2)C2CN(CCC2)C2=CC=C(C(=N2)N)[N+](=O)[O-] (6-(3-(6,7-dihydro-5H-pyrrolo[2,1-c][1,2,4]triazol-3-yl)piperidin-1-yl)-3-nitropyridin-2-amine), C1(CC1)C1=NC(=CC=C1)C=O (2-cyclopropylpyridine-6-aldehyde), S(=O)([O-])S(=O)[O-].[Na+].[Na+] (sodium dithionite), C(C)O (ethanol). The solvent is O (water). Reaction conditions: temperature 110 celsius. Yields the product C1(CC1)C1=CC=CC(=N1)C1=NC=2C(=NC(=CC2)N2CC(CCC2)C=2N3C(=NN2)CCC3)N1 (2-(6-Cyclopropylpyridin-2-yl)-5-(3-(6,7-dihydro-5H-pyrrolo[2,1-c][1,2,4]triazol-3-yl)piperidin-1-yl)-3H-imidazo[4,5-b]pyridine). Yield: 20.6%. RXN SMILES: [N:1]1[N:2]=[C:3]([CH:9]2[CH2:14][CH2:13][CH2:12][N:11]([C:15]3[N:20]=[C:19]([NH2:21])[C:18]([N+:22]([O-])=O)=[CH:17][CH:16]=3)[CH2:10]2)[N:4]2[CH2:8][CH2:7][CH2:6][C:5]=12.[CH:25]1([C:28]2[CH:33]=[CH:32][CH:31]=[C:30]([CH:34]=O)[N:29]=2)[CH2:27][CH2:26]1.S(S([O-])=O)([O-])=O.[Na+].[Na+].C(O)C>O>[CH:25]1([C:28]2[N:29]=[C:30]([C:34]3[NH:21][C:19]4=[N:20][C:15]([N:11]5[CH2:12][CH2:13][CH2:14][CH:9]([C:3]6[N:4]7[CH2:8][CH2:7][CH2:6][C:5]7=[N:1][N:2]=6)[CH2:10]5)=[CH:16][CH:17]=[C:18]4[N:22]=3)[CH:31]=[CH:32][CH:33]=2)[CH2:27][CH2:26]1 |f:2.3.4|. Procedure: A mixture of 6-(3-(6,7-dihydro-5H-pyrrolo[2,1-c][1,2,4]triazol-3-yl)piperidin-1-yl)-3-nitropyridin-2-amine (Intermediate 45) (300 mg, 0.91 mmol), 2-cyclopropylpyridine-6-aldehyde (187.5 mg, 1.27 mmol), sodium dithionite (602.6 mg, 4.46 mmol), ethanol (15 mL) and water (2.4 mL) in a sealed tube was heated to 110° C. for 16 h. The mixture was concentrated under reduced pressure and the residue was partitioned between ethyl acetate and water. The organic layer was dried over sodium sulfate, filtere...